Dataset: the Open Reaction Database (ORD), a public repository of structured organic reaction records. Task: describe an organic reaction: reactants, conditions, products, and yield Starting materials: Nc1ccc(Cl)cc1C(=O)O, C=[N+]=[N-]. Yields the product COC(=O)c1cc(Cl)ccc1N. As a reaction SMILES: [Cl:1][c:2]1[cH:3][cH:4][c:5]([NH2:11])[c:6]([C:7](=[O:8])[OH:9])[cH:10]1.[N+:12](=[N-:13])=[CH2:14]>>[Cl:1][c:2]1[cH:3][cH:4][c:5]([NH2:11])[c:6]([C:7]([O:8][CH3:14])=[O:9])[cH:10]1.